This data is from the Open Reaction Database (ORD), a public repository of structured organic reaction records. The task is: describe an organic reaction: reactants, conditions, products, and yield Starting materials: CC(c1ccc(Br)cc1)N1CCCC1, Cc1ccccc1, C[Si](C)(C)[N-][Si](C)(C)C, ClC(Cl)Cl, [Li+], O=C(C=Cc1ccccc1)C=Cc1ccccc1, O=C(C=Cc1ccccc1)C=Cc1ccccc1, O=C(C=Cc1ccccc1)C=Cc1ccccc1, [Pd], [Pd]. The product is CC(c1ccc(N)cc1)N1CCCC1. Reaction SMILES: [Br:11][c:12]1[cH:13][cH:14][c:15]([CH:18]([CH3:19])[N:20]2[CH2:21][CH2:22][CH2:23][CH2:24]2)[cH:16][cH:17]1.[CH3:25][c:26]1[cH:27][cH:28][cH:29][cH:30][cH:31]1.[CH3:2][Si:3]([N-:6][Si:4]([CH3:5])([CH3:7])[CH3:8])([CH3:9])[CH3:10].[Cl:88][CH:89]([Cl:90])[Cl:91].[Li+:1].[O:34]=[C:35]([CH:36]=[CH:37][c:38]1[cH:39][cH:40][cH:41][cH:42][cH:43]1)[CH:44]=[CH:45][c:46]1[cH:47][cH:48][cH:49][cH:50][cH:51]1.[O:52]=[C:53]([CH:54]=[CH:55][c:56]1[cH:57][cH:58][cH:59][cH:60][cH:61]1)[CH:62]=[CH:63][c:64]1[cH:65][cH:66][cH:67][cH:68][cH:69]1.[O:70]=[C:71]([CH:72]=[CH:73][c:74]1[cH:75][cH:76][cH:77][cH:78][cH:79]1)[CH:80]=[CH:81][c:82]1[cH:83][cH:84][cH:85][cH:86][cH:87]1.[Pd:32].[Pd:33]>>[NH2:6][c:12]1[cH:13][cH:14][c:15]([CH:18]([CH3:19])[N:20]2[CH2:21][CH2:22][CH2:23][CH2:24]2)[cH:16][cH:17]1.